This data is from the Open Reaction Database (ORD), a public repository of structured organic reaction records. The task is: describe an organic reaction: reactants, conditions, products, and yield Starting materials: CN1CCNCC1, CCOC(=O)CC1c2cc(Cl)ccc2C(=O)N1c1ccc(OC)cc1, O. Reaction SMILES: [CH3:26][N:27]1[CH2:28][CH2:29][NH:30][CH2:31][CH2:32]1.[Cl:1][c:2]1[cH:3][cH:4][c:5]2[c:9]([cH:10]1)[CH:8]([CH2:11][C:12]([O:14][CH2:13][CH3:15])=[O:16])[N:7]([c:17]1[cH:18][cH:19][c:20]([O:23][CH3:24])[cH:21][cH:22]1)[C:6]2=[O:25].[OH2:33]>>[Cl:1][c:2]1[cH:3][cH:4][c:5]2[c:9]([cH:10]1)[CH:8]([CH2:11][C:12](=[O:14])[N:30]1[CH2:29][CH2:28][N:27]([CH3:26])[CH2:32][CH2:31]1)[N:7]([c:17]1[cH:18][cH:19][c:20]([O:23][CH3:24])[cH:21][cH:22]1)[C:6]2=[O:25]. Product: COc1ccc(N2C(=O)c3ccc(Cl)cc3C2CC(=O)N2CCN(C)CC2)cc1.